From a dataset of the Open Reaction Database (ORD), a public repository of structured organic reaction records. describe an organic reaction: reactants, conditions, products, and yield Reactants: ClCCl, O=[Cr](=O)([O-])Cl, O=C(CCC(O)c1ccccc1)N1CCCCC1, c1cc[nH+]cc1. The product is O=C(CCC(=O)N1CCCCC1)c1ccccc1. Reaction SMILES: [CH2:30]([Cl:31])[Cl:32].[O:19]=[Cr:20]([Cl:21])([O-:22])=[O:23].[OH:1][CH:2]([CH2:3][CH2:4][C:5](=[O:6])[N:7]1[CH2:8][CH2:9][CH2:10][CH2:11][CH2:12]1)[c:13]1[cH:14][cH:15][cH:16][cH:17][cH:18]1.[nH+:24]1[cH:25][cH:26][cH:27][cH:28][cH:29]1>>[O:1]=[C:2]([CH2:3][CH2:4][C:5](=[O:6])[N:7]1[CH2:8][CH2:9][CH2:10][CH2:11][CH2:12]1)[c:13]1[cH:14][cH:15][cH:16][cH:17][cH:18]1. Starting materials: CSC(=C(C#N)C#N)SC (3,3-bis-methylmercapto-2-cyano-acrylonitrile), NC1=CC=C(CN)C=C1 (4-amino-benzylamine). The solvent is C(C)O (ethanol). Conditions: temperature 50 celsius, time 2 hour. Yields the product NC1=CC=C(CNC(=C(C#N)C#N)SC)C=C1 (3-(4-Amino-benzylamino)-2-cyano-3-methylmercapto-acrylonitrile). Reaction SMILES: CS[C:3]([S:9][CH3:10])=[C:4]([C:7]#[N:8])[C:5]#[N:6].[NH2:11][C:12]1[CH:19]=[CH:18][C:15]([CH2:16][NH2:17])=[CH:14][CH:13]=1>C(O)C>[NH2:11][C:12]1[CH:19]=[CH:18][C:15]([CH2:16][NH:17][C:3]([S:9][CH3:10])=[C:4]([C:7]#[N:8])[C:5]#[N:6])=[CH:14][CH:13]=1. Procedure: A mixture of 17.03 g (0.1 mol) of 3,3-bis-methylmercapto-2-cyano-acrylonitrile, 11.34 ml (0.1 mol) of 4-amino-benzylamine (Aldrich) and 60 ml of ethanol is stirred at 50° C. for 2 hours and then concentrated by evaporation in vacuo. Purification of the residue by flash chromatography on silica gel having a particle size of 0.04-0.06 mm using toluene/isopropanol mixtures (49:1, 97:3, 24:1 and 9:1) yields the title compound; m.p. 100-102° C. The reactants are [H-].[Na+] (NaH), N1=C(C=CC=C1)CO (pyridin-2-ylmethanol), ClC=1N=NC(=CC1)Cl (3,6-dichloropyridazine). Run in C1CCOC1 (THF). Reaction conditions: time 30 minute. Product: ClC=1N=NC(=CC1)OCC1=NC=CC=C1 (3-chloro-6-(pyridin-2-ylmethoxy)pyridazine). Isolated yield 61.7%. As a reaction SMILES: [H-].[Na+].[N:3]1[CH:8]=[CH:7][CH:6]=[CH:5][C:4]=1[CH2:9][OH:10].[Cl:11][C:12]1[N:13]=[N:14][C:15](Cl)=[CH:16][CH:17]=1>C1COCC1>[Cl:11][C:12]1[N:13]=[N:14][C:15]([O:10][CH2:9][C:4]2[CH:5]=[CH:6][CH:7]=[CH:8][N:3]=2)=[CH:16][CH:17]=1 |f:0.1|. Procedure: To a solution of NaH (1.44 g, 36 mmol, 60% in mineral oil) in THF (15 mL) was added pyridin-2-ylmethanol (1.16 ml, 12 mmol) and the mixture was stirred for 30 min at rt. Then 3,6-dichloropyridazine (1.79 g, 14 mmol) was added and the mixture was stirred at 55° C. for 4 hours. The reaction was quenched with water and sat. NaHCO3 was added. The product was then extracted with EtOAc, dried over MgSO4 filtered and evaporated. The residue was purified on silica gel(Eluent: 80% EtOAc in hexanes) to gi... The reactants are C1(=CC=CC=C1)OC(NC=1C(=NC(=C(C1)CC)C)OC1=CC=CC=C1)=O (Phenyl-N-(5-ethyl-6-methyl-2-phenoxypyridin-3-yl)carbamate), ClC=1C=C(C=CC1)N1CCNCC1 (1-(3-chlorophenyl)piperazine). The product is C(C)C=1C=C(C(=NC1C)OC1=CC=CC=C1)NC(=O)N1CCN(CC1)C1=CC(=CC=C1)Cl (1-[(5-ethyl-6-methyl-2-phenoxypyridin-3-yl)aminocarbonyl]-4-(3-chiorophenyl)piperazine). Yield: 85.0%. RXN SMILES: C1(O[C:8](=[O:26])[NH:9][C:10]2[C:11]([O:19][C:20]3[CH:25]=[CH:24][CH:23]=[CH:22][CH:21]=3)=[N:12][C:13]([CH3:18])=[C:14]([CH2:16][CH3:17])[CH:15]=2)C=CC=CC=1.[Cl:27][C:28]1[CH:29]=[C:30]([N:34]2[CH2:39][CH2:38][NH:37][CH2:36][CH2:35]2)[CH:31]=[CH:32][CH:33]=1>>[CH2:16]([C:14]1[CH:15]=[C:10]([NH:9][C:8]([N:37]2[CH2:36][CH2:35][N:34]([C:30]3[CH:31]=[CH:32][CH:33]=[C:28]([Cl:27])[CH:29]=3)[CH2:39][CH2:38]2)=[O:26])[C:11]([O:19][C:20]2[CH:21]=[CH:22][CH:23]=[CH:24][CH:25]=2)=[N:12][C:13]=1[CH3:18])[CH3:17]. Procedure: Phenyl-N-(5-ethyl-6-methyl-2-phenoxypyridin-3-yl)carbamate and 1-(3-chlorophenyl)piperazine were reacted by the same way with the example 1 to obtain the titled compound. Reactants: NC1=NC(=CC=C1I)Cl (2-amino-3-iodo-6-chloropyridine), C(C)(C)O (isopropanol), Diethoxy-2-bromoacetal, Br (HBr). Yields the product ClC1=CC=C(C=2N1C=CN2)I (5-Chloro-8-iodo-imidazo[1,2-a]pyridine). As a reaction SMILES: [NH2:1][C:2]1[C:7]([I:8])=[CH:6][CH:5]=[C:4]([Cl:9])[N:3]=1.Br.[CH:11](O)(C)[CH3:12]>>[Cl:9][C:4]1[N:3]2[CH:11]=[CH:12][N:1]=[C:2]2[C:7]([I:8])=[CH:6][CH:5]=1. Reported procedure: 2-amino-3-iodo-6-chloropyridine (2 g, 7.874 mmol) is taken up in isopropanol (30 mL) under N2. Diethoxy-2-bromoacetal (2.5 mL, 15.748 mmol, 2 equiv.) is added to the suspension followed by HBr 48% (2 mL). The resulting mixture is then refluxed for 12 h and cooled down to room temperature. The mixture is partly concentrated under vacuum and the resulting slurry is taken up in diethyl ether which causes the precipitation of a solid that is separated by filtration and washed with little amounts of ...